This data is from the Open Reaction Database (ORD), a public repository of structured organic reaction records. The task is: describe an organic reaction: reactants, conditions, products, and yield Starting materials: C1(CCCCC1)C1=NC2(C(N1)=O)CCN(CC2)S(=O)(=O)C=C (2-Cyclohexyl-8-ethenesulfonyl-1,3,8-triaza-spiro[4.5]dec-1-en-4-one), BrC=1C=CC=C2C=CC=NC12 (8-bromoquinoline), C(C)(=O)[O-].[Na+] (sodium acetate). The solvent is CC(=O)N(C)C (dimethylacetamide). Yields the product C1(CCCCC1)C1=NC2(C(N1)=O)CCN(CC2)S(=O)(=O)\C=C\C=2C=CC=C1C=CC=NC21 (2-cyclohexyl-8-((E)-2-quinolin-8-yl-ethenesulfonyl)-1,3,8-triaza-spiro[4.5]dec-1-en-4-one). Isolated yield 55.0%. RXN SMILES: [CH:1]1([C:7]2[NH:11][C:10](=[O:12])[C:9]3([CH2:17][CH2:16][N:15]([S:18]([CH:21]=[CH2:22])(=[O:20])=[O:19])[CH2:14][CH2:13]3)[N:8]=2)[CH2:6][CH2:5][CH2:4][CH2:3][CH2:2]1.Br[C:24]1[CH:25]=[CH:26][CH:27]=[C:28]2[C:33]=1[N:32]=[CH:31][CH:30]=[CH:29]2.C([O-])(=O)C.[Na+]>CC(N(C)C)=O>[CH:1]1([C:7]2[NH:11][C:10](=[O:12])[C:9]3([CH2:17][CH2:16][N:15]([S:18](/[CH:21]=[CH:22]/[C:24]4[CH:25]=[CH:26][CH:27]=[C:28]5[C:33]=4[N:32]=[CH:31][CH:30]=[CH:29]5)(=[O:20])=[O:19])[CH2:14][CH2:13]3)[N:8]=2)[CH2:2][CH2:3][CH2:4][CH2:5][CH2:6]1 |f:2.3|. Procedure: 2-Cyclohexyl-8-ethenesulfonyl-1,3,8-triaza-spiro[4.5]dec-1-en-4-one (20 mg, 61.5 μmol), 8-bromoquinoline (19 mg, 91.3 μmol), POPd1 (Combiphos, 2.9 mg, 3.1 μmol) and sodium acetate (7.6 mg, 92.6 μmol) in dimethylacetamide (0.6 ml) were mixed in a sealed vessel in a nitrogen atmosphere. This mixture was irradiated in a microwave apparatus (190° C., 40 min). The reaction mixture was cooled, and then quenched with water and extracted with ethyl acetate. The organic layer was washed with saturated br...